The task is: describe an organic reaction: reactants, conditions, products, and yield. This data is from the Open Reaction Database (ORD), a public repository of structured organic reaction records. The reactants are CN=C(C)OC (methyl N-methylacetimidate), C1(CCCCC1)N (cyclohexylamine), C1(=CC=CC=C1)C (toluene). Conditions: time 72 hour. The product is C1(CCCCC1)N(C(C)=N)C (N-cyclohexyl-N1 -methylacetamidine). Reaction SMILES: C[N:2]=[C:3](OC)[CH3:4].[CH:7]1([NH2:13])[CH2:12][CH2:11][CH2:10][CH2:9][CH2:8]1.[C:14]1(C)C=CC=CC=1>>[CH:7]1([N:13]([CH3:14])[C:3](=[NH:2])[CH3:4])[CH2:12][CH2:11][CH2:10][CH2:9][CH2:8]1. Procedure: To a solution of methyl N-methylacetimidate (8.7 g, 0.1m) in toluene (90 ml.) was added cyclohexylamine (10.5 g, 0.105m). After 72 hours at room temperature and 32 hours heating at 60°-70° C the solvent was removed by evaporation to yield an oil which crystallised on cooling. Chromatography on alumina using ether as eluent afforded N-cyclohexyl-N1 -methylacetamidine as a colourless solid (11 g), or m.p. 108.5° - 109.5° C. Reactants: CS(=O)C1=NN2C(C=N1)=CC=C2CNC2=CC=CC=C2 ((2-Methanesulfinyl-pyrrolo[2,1-f][1,2,4]triazin-7-ylmethyl)-phenyl-amine), C1COCCN1C2=CC=C(C=C2)N (4-(4-morpholino)aniline), C(C)(C)N(C(C)C)CC (N,N-Diisopropylethylamine), COCC(C)O (1-Methoxy-2-propanol). Product: N1(CCOCC1)C1=CC=C(C=C1)NC1=NN2C(C=N1)=CC=C2CNC2=CC=CC=C2 ((4-Morpholin-4-yl-phenyl)-(7-phenylaminomethyl-pyrrolo[2,1-f][1,2,4]triazin-2-yl)-amine). Yield: 30.5%. RXN SMILES: CS([C:4]1[N:9]=[CH:8][C:7]2=[CH:10][CH:11]=[C:12]([CH2:13][NH:14][C:15]3[CH:20]=[CH:19][CH:18]=[CH:17][CH:16]=3)[N:6]2[N:5]=1)=O.[CH2:21]1[N:26]([C:27]2[CH:32]=[CH:31][C:30]([NH2:33])=[CH:29][CH:28]=2)[CH2:25][CH2:24][O:23][CH2:22]1.C(N(CC)C(C)C)(C)C.COCC(O)C>>[N:26]1([C:27]2[CH:28]=[CH:29][C:30]([NH:33][C:4]3[N:9]=[CH:8][C:7]4=[CH:10][CH:11]=[C:12]([CH2:13][NH:14][C:15]5[CH:20]=[CH:19][CH:18]=[CH:17][CH:16]=5)[N:6]4[N:5]=3)=[CH:31][CH:32]=2)[CH2:25][CH2:24][O:23][CH2:22][CH2:21]1. Procedure details: (2-Methanesulfinyl-pyrrolo[2,1-f][1,2,4]triazin-7-ylmethyl)-phenyl-amine (40.0 mg, 0.140 mmol), 4-(4-morpholino)aniline (49.8 mg, 0.279 mmol) and N,N-Diisopropylethylamine (0.0730 mL, 0.419 mmol) were dissolved in 1-Methoxy-2-propanol (0.50 mL, 5.1 mmol) and the reaction was irradiated at 300 watts, 200° C. for 20 minutes or longer depending on HPLC monitoring. The reaction was then reduced under nitrogen. The crude reaction mixture was purified via Gilson reverse phase chromatography. Combined ... Starting materials: ClC1=CC=C(C=C1)C1=C(N(C2=CC=C(C=C12)O)C)C (3-(4-chlorophenyl)-1,2-dimethyl-1H-indole-5-ol), C(CCCC)OC(C(C)(C)Br)=O (2-bromo-2-methyl-propanoic acid amylester). Product: C(CCCC)OC(C(C)(C)OC=1C=C2C(=C(N(C2=CC1)C)C)C1=CC=C(C=C1)Cl)=O (2-[3-(4-Chloro-phenyl)-1,2-dimethyl-1H-indole-5-yloxy]-2-methyl-propanoic acid amylester). As a reaction SMILES: [Cl:1][C:2]1[CH:7]=[CH:6][C:5]([C:8]2[C:16]3[C:11](=[CH:12][CH:13]=[C:14]([OH:17])[CH:15]=3)[N:10]([CH3:18])[C:9]=2[CH3:19])=[CH:4][CH:3]=1.[CH2:20]([O:25][C:26](=[O:31])[C:27](Br)([CH3:29])[CH3:28])[CH2:21][CH2:22][CH2:23][CH3:24]>>[CH2:20]([O:25][C:26](=[O:31])[C:27]([O:17][C:14]1[CH:15]=[C:16]2[C:11](=[CH:12][CH:13]=1)[N:10]([CH3:18])[C:9]([CH3:19])=[C:8]2[C:5]1[CH:6]=[CH:7][C:2]([Cl:1])=[CH:3][CH:4]=1)([CH3:29])[CH3:28])[CH2:21][CH2:22][CH2:23][CH3:24]. Procedure details: The above compound was prepared from 3-(4-chlorophenyl)-1,2-dimethyl-1H-indole-5-ol and 2-bromo-2-methyl-propanoic acid amylester using a procedure analogous to that of Example 102. Starting materials: CN(C)P(=O)(N(C)C)N(C)C, FC(F)(F)c1ccc(Oc2ccc(CBr)cc2)cc1, [H-], [Na+], O, CCn1c(SC)nc(O)c(C)c1=O. Product: CCn1c(SC)nc(OCc2ccc(Oc3ccc(C(F)(F)F)cc3)cc2)c(C)c1=O. RXN SMILES: [CH3:36][N:37]([CH3:38])[P:39](=[O:40])([N:41]([CH3:42])[CH3:43])[N:44]([CH3:45])[CH3:46].[F:14][C:15]([c:16]1[cH:17][cH:18][c:19]([O:20][c:21]2[cH:22][cH:23][c:24]([CH2:25][Br:26])[cH:27][cH:28]2)[cH:29][cH:30]1)([F:31])[F:32].[H-:33].[Na+:34].[OH2:35].[OH:1][c:2]1[c:3]([CH3:13])[c:4](=[O:12])[n:5]([CH2:10][CH3:11])[c:6]([S:8][CH3:9])[n:7]1>>[O:1]([c:2]1[c:3]([CH3:13])[c:4](=[O:12])[n:5]([CH2:10][CH3:11])[c:6]([S:8][CH3:9])[n:7]1)[CH2:25][c:24]1[cH:23][cH:22][c:21]([O:20][c:19]2[cH:18][cH:17][c:16]([C:15]([F:14])([F:31])[F:32])[cH:30][cH:29]2)[cH:28][cH:27]1. The reactants are CCOC(C)=O, CN1CCCN(C)C1=O, Cc1cc(=O)n(-c2cc(C(=O)OC(C)C)c(Cl)cc2F)c(=O)n1C, Cl, N#C[Cu], O. Product: Cc1cc(=O)n(-c2cc(C(=O)OC(C)C)c(C#N)cc2F)c(=O)n1C. RXN SMILES: [CH3:28][CH2:29][O:30][C:31](=[O:32])[CH3:33].[CH3:35][N:36]1[CH2:37][CH2:38][CH2:39][N:40]([CH3:41])[C:42]1=[O:43].[CH:1]([CH3:2])([CH3:3])[O:4][C:5]([c:6]1[c:7]([Cl:23])[cH:8][c:9]([F:22])[c:10](-[n:12]2[c:13](=[O:21])[n:14]([CH3:20])[c:15]([CH3:19])[cH:16][c:17]2=[O:18])[cH:11]1)=[O:24].[ClH:34].[Cu:25][C:26]#[N:27].[OH2:44]>>[CH:1]([CH3:2])([CH3:3])[O:4][C:5]([c:6]1[c:7]([C:26]#[N:27])[cH:8][c:9]([F:22])[c:10](-[n:12]2[c:13](=[O:21])[n:14]([CH3:20])[c:15]([CH3:19])[cH:16][c:17]2=[O:18])[cH:11]1)=[O:24]. The reactants are C(C)OC(C1=NC=NC=C1C(C(C)C)N(C(CC1=CC=C(C=C1)F)=O)C)OCC (N-[1-(4-diethoxymethylpyrimidin-5-yl)-2-methylpropyl]-N-methy4-fluorophenylacetamide), Cl (hydrochloric acid). The solvent is CC(=O)C (acetone). Product: C(=O)C1=NC=NC=C1C(C(C)C)N(C(CC1=CC=C(C=C1)F)=O)C (N-[1-(4-formylpyrimidin-5-yl)-2-methylpropyl]-N-methyl-4-fluorophenylacetamide). Isolated yield 766.3%. Reaction SMILES: C([O:3][CH:4](OCC)[C:5]1[C:10]([CH:11]([N:15]([CH3:26])[C:16](=[O:25])[CH2:17][C:18]2[CH:23]=[CH:22][C:21]([F:24])=[CH:20][CH:19]=2)[CH:12]([CH3:14])[CH3:13])=[CH:9][N:8]=[CH:7][N:6]=1)C.Cl>CC(C)=O>[CH:4]([C:5]1[C:10]([CH:11]([N:15]([CH3:26])[C:16](=[O:25])[CH2:17][C:18]2[CH:23]=[CH:22][C:21]([F:24])=[CH:20][CH:19]=2)[CH:12]([CH3:13])[CH3:14])=[CH:9][N:8]=[CH:7][N:6]=1)=[O:3]. Reported procedure: 8.4 g (2.1 mmol) of N-[1-(4-diethoxymethylpyrimidin-5-yl)-2-methylpropyl]-N-methy4-fluorophenylacetamide was dissolved in 100 ml of acetone, and 13 ml of 6N hydrochloric acid was added and reacted at room temperature for 5 hours. After completion of the reaction, the reaction solution was concentrated, and an aqueous sodium hydrogencarbonate solution was added to alkaline, followed by extraction with ethyl acetate. The organic layer was washed with an aqueous citric acid solution, water and an a... The reactants are O (water), C([O-])([O-])=O.[K+].[K+] (potassium carbonate), C(C1=CC=CC=C1)Cl (benzyl chloride), OC1=C(C=C(C=C1)C(CC)=O)C(=O)OC (4'-hydroxy-3'-methoxycarbonylpropiophenone). The solvent is CN(C=O)C (dimethylformamide). Run at temperature 60 celsius. The product is C(C1=CC=CC=C1)OC1=C(C=C(C=C1)C(CC)=O)C(=O)OC (4'-Benzyloxy-3'-methoxycarbonylpropiophenone). Reaction SMILES: C(=O)([O-])[O-].[K+].[K+].[CH2:7](Cl)[C:8]1[CH:13]=[CH:12][CH:11]=[CH:10][CH:9]=1.[OH:15][C:16]1[CH:21]=[CH:20][C:19]([C:22](=[O:25])[CH2:23][CH3:24])=[CH:18][C:17]=1[C:26]([O:28][CH3:29])=[O:27].O>CN(C)C=O>[CH2:7]([O:15][C:16]1[CH:21]=[CH:20][C:19]([C:22](=[O:25])[CH2:23][CH3:24])=[CH:18][C:17]=1[C:26]([O:28][CH3:29])=[O:27])[C:8]1[CH:13]=[CH:12][CH:11]=[CH:10][CH:9]=1 |f:0.1.2|. Reported procedure: 38 g of potassium carbonate and 12.65 ml, (14 g) of benzyl chloride are added to 20.8 g of 4'-hydroxy-3'-methoxycarbonylpropiophenone in 100 ml of dimethylformamide. The mixture is heated at 60° C. for 4 hours, with stirring. It is then poured into iced water, the mixture is extracted with ethyl acetate and the organic phase is washed with water, dried and evaporated to dryness. The residual oil crystallises on trituration with pentane. The crystals are filtered off and recrystallised from ethan...